From a dataset of the Open Reaction Database (ORD), a public repository of structured organic reaction records. describe an organic reaction: reactants, conditions, products, and yield Starting materials: C1CCOC1, C[Si](C)(C)[N-][Si](C)(C)C, COc1ccc(CN(Cc2ccc(OC)cc2)c2nc(C)nc(-c3cccnc3F)n2)cc1, Nc1cccc(OC(F)F)c1, [Li+]. The product is COc1ccc(CN(Cc2ccc(OC)cc2)c2nc(C)nc(-c3cccnc3Nc3cccc(OC(F)F)c3)n2)cc1. Reaction SMILES: [CH2:55]1[O:56][CH2:57][CH2:58][CH2:59]1.[CH3:46][Si:47]([N-:48][Si:49]([CH3:50])([CH3:51])[CH3:52])([CH3:53])[CH3:54].[F:12][c:13]1[n:14][cH:15][cH:16][cH:17][c:18]1-[c:19]1[n:20][c:21]([N:26]([CH2:27][c:28]2[cH:29][cH:30][c:31]([O:34][CH3:35])[cH:32][cH:33]2)[CH2:36][c:37]2[cH:38][cH:39][c:40]([O:43][CH3:44])[cH:41][cH:42]2)[n:22][c:23]([CH3:25])[n:24]1.[F:1][CH:2]([O:3][c:4]1[cH:5][c:6]([NH2:7])[cH:8][cH:9][cH:10]1)[F:11].[Li+:45]>>[F:1][CH:2]([O:3][c:4]1[cH:5][c:6]([NH:7][c:13]2[n:14][cH:15][cH:16][cH:17][c:18]2-[c:19]2[n:20][c:21]([N:26]([CH2:27][c:28]3[cH:29][cH:30][c:31]([O:34][CH3:35])[cH:32][cH:33]3)[CH2:36][c:37]3[cH:38][cH:39][c:40]([O:43][CH3:44])[cH:41][cH:42]3)[n:22][c:23]([CH3:25])[n:24]2)[cH:8][cH:9][cH:10]1)[F:11].